From a dataset of the Open Reaction Database (ORD), a public repository of structured organic reaction records. describe an organic reaction: reactants, conditions, products, and yield The reactants are COc1c2c(c(OC)c(OC)c1OC)CC(CCCCCCCCOS(C)(=O)=O)C2, CC(C)=O, [I-], [Na+], O. Product: COc1c2c(c(OC)c(OC)c1OC)CC(CCCCCCCCI)C2. RXN SMILES: [CH3:1][S:2]([O:3][CH2:6][CH2:7][CH2:8][CH2:9][CH2:10][CH2:11][CH2:12][CH2:13][CH:14]1[CH2:15][c:16]2[c:17]([O:29][CH3:30])[c:18]([O:27][CH3:28])[c:19]([O:25][CH3:26])[c:20]([O:23][CH3:24])[c:21]2[CH2:22]1)(=[O:4])=[O:5].[CH3:34][C:35](=[O:36])[CH3:37].[I-:32].[Na+:31].[OH2:33]>>[CH2:6]([CH2:7][CH2:8][CH2:9][CH2:10][CH2:11][CH2:12][CH2:13][CH:14]1[CH2:15][c:16]2[c:17]([O:29][CH3:30])[c:18]([O:27][CH3:28])[c:19]([O:25][CH3:26])[c:20]([O:23][CH3:24])[c:21]2[CH2:22]1)[I:32]. The reagents and catalysts are CN(C1=CC=NC=C1)C (4-dimethylaminopyridine). Solvent: C(Cl)Cl (CH2Cl2). The reactants are C1(CCCCC1)N=C=NC1CCCCC1 (dicyclohexylcarbodiimide), C(C)(C)(C)NS(=O)(=O)C1=C(C(=O)OC)C=CC(=C1)NN (methyl 2-(N-tert-butylsulfamoyl)-4-hydrazinobenzoate), C1(=CC=CC=C1)CC(=O)O (phenylacetic acid). As a reaction SMILES: C1(N=C=NC2CCCCC2)CCCCC1.[C:16]([NH:20][S:21]([C:24]1[CH:33]=[C:32]([NH:34][NH2:35])[CH:31]=[CH:30][C:25]=1[C:26]([O:28][CH3:29])=[O:27])(=[O:23])=[O:22])([CH3:19])([CH3:18])[CH3:17].[C:36]1([CH2:42][C:43](O)=[O:44])[CH:41]=[CH:40][CH:39]=[CH:38][CH:37]=1>CN(C)C1C=CN=CC=1.C(Cl)Cl>[C:16]([NH:20][S:21]([C:24]1[CH:33]=[C:32]([NH:34][NH:35][C:43](=[O:44])[CH2:42][C:36]2[CH:41]=[CH:40][CH:39]=[CH:38][CH:37]=2)[CH:31]=[CH:30][C:25]=1[C:26]([O:28][CH3:29])=[O:27])(=[O:23])=[O:22])([CH3:19])([CH3:17])[CH3:18]. Product: C(C)(C)(C)NS(=O)(=O)C1=C(C(=O)OC)C=CC(=C1)NNC(CC1=CC=CC=C1)=O (Methyl 2-(N-tert-butylsulfamoyl)-4-(2-phenylacetylhydrazino)benzoate). Conditions: temperature 25 celsius, time 15 hour. Reported procedure: 1.5 g (7.3 mmol) of dicyclohexylcarbodiimide (DCC) are added to a solution of 2.0 g (6.6 mmol) of methyl 2-(N-tert-butylsulfamoyl)-4-hydrazinobenzoate, 0.9 g (6.6 mmol) of phenylacetic acid and 0.03 g of 4-dimethylaminopyridine (DMAP) in 20 ml of CH2Cl2 at 0° C. The mixture is stirred at 25° C. for 15 hours, the solid is filtered off with suction and the organic phase is washed successively with water, 1N HCl and NaHCO3 solution, dried and evaporated. This gives 1.6 g (58% of theory) of methyl 2...